From a dataset of the Open Reaction Database (ORD), a public repository of structured organic reaction records. describe an organic reaction: reactants, conditions, products, and yield Reactants: ClCC1=NC=CC(=C1C)OC (2-chloromethyl-3-methyl-4--methoxypyridine), SC1=NC2=C(N1)C=C1C(C(C(C1=C2)(C)C)=O)(C)C (5,7-dihydro-2-mercapto-5,5,7, 7-tetramethylindeno[5,6-d]imidazol-6(lH)-one), C([O-])([O-])=O.[K+].[K+] (potassium carbonate). Run in CC(=O)C (acetone). Run at time 18 hour. Yields the product COC1=C(C(=NC=C1)CSC1=NC2=C(N1)C=C1C(C(C(C1=C2)(C)C)=O)(C)C)C (5,7-dihydro-2-[[(4-methoxy-3-methyl-2 -pyridyl)methyl]thio]-5,5,7,7-tetramethylindeno[5,6-d]imidazol-6(lH)-one). RXN SMILES: Cl[CH2:2][C:3]1[C:8]([CH3:9])=[C:7]([O:10][CH3:11])[CH:6]=[CH:5][N:4]=1.[SH:12][C:13]1[NH:17][C:16]2[CH:18]=[C:19]3[C:23](=[CH:24][C:15]=2[N:14]=1)[C:22]([CH3:26])([CH3:25])[C:21](=[O:27])[C:20]3([CH3:29])[CH3:28].C(=O)([O-])[O-].[K+].[K+]>CC(C)=O>[CH3:11][O:10][C:7]1[CH:6]=[CH:5][N:4]=[C:3]([CH2:2][S:12][C:13]2[NH:14][C:15]3[CH:24]=[C:23]4[C:19](=[CH:18][C:16]=3[N:17]=2)[C:20]([CH3:28])([CH3:29])[C:21](=[O:27])[C:22]4([CH3:26])[CH3:25])[C:8]=1[CH3:9] |f:2.3.4|. Reported procedure: A solution of 690 mg of 2-chloromethyl-3-methyl-4--methoxypyridine and 400 mg of 5,7-dihydro-2-mercapto-5,5,7, 7-tetramethylindeno[5,6-d]imidazol-6(lH)-one in 40 ml of absolute acetone was treated with 1.9 g of finely ground potassium carbonate, whereupon the mixture was stirred at room temperature under argon for 18 hours. After concentrating the mixture in vacuo the residue was chromatographed on silica gel with methylene chloride/ethyl acetate (10:1) as the elution agent, the medium pressure ... The reactants are O=C([O-])O, CC12CCC3c4ccc(OCc5ccccc5)cc4CC(C=CCCCCCCCCC(=O)O)C3C1CCC2O, CN1CCOCC1, CNCC(C)C, CC(C)COC(=O)Cl, [Na+], C1CCOC1. Product: CC(C)CN(C)C(=O)CCCCCCCCC=CC1Cc2cc(OCc3ccccc3)ccc2C2CCC3(C)C(O)CCC3C12. Reaction SMILES: [C:62](=[O:63])([OH:64])[O-:65].[CH2:16]([c:17]1[cH:18][cH:19][cH:20][cH:21][cH:22]1)[O:23][c:24]1[cH:25][c:26]2[c:39]([cH:40][cH:41]1)[CH:38]1[CH:29]([CH:28]([CH:43]=[CH:44][CH2:45][CH2:46][CH2:47][CH2:48][CH2:49][CH2:50][CH2:51][CH2:52][C:53](=[O:54])[OH:55])[CH2:27]2)[CH:30]2[CH2:31][CH2:32][CH:33]([OH:42])[C:34]2([CH3:35])[CH2:36][CH2:37]1.[CH3:1][N:2]1[CH2:3][CH2:4][O:5][CH2:6][CH2:7]1.[CH3:56][NH:57][CH2:58][CH:59]([CH3:60])[CH3:61].[Cl:8][C:9]([O:10][CH2:11][CH:12]([CH3:13])[CH3:14])=[O:15].[Na+:66].[O:67]1[CH2:68][CH2:69][CH2:70][CH2:71]1>>[CH2:16]([c:17]1[cH:18][cH:19][cH:20][cH:21][cH:22]1)[O:23][c:24]1[cH:25][c:26]2[c:39]([cH:40][cH:41]1)[CH:38]1[CH:29]([CH:28]([CH:43]=[CH:44][CH2:45][CH2:46][CH2:47][CH2:48][CH2:49][CH2:50][CH2:51][CH2:52][C:53](=[O:54])[N:57]([CH3:56])[CH2:58][CH:59]([CH3:60])[CH3:61])[CH2:27]2)[CH:30]2[CH2:31][CH2:32][CH:33]([OH:42])[C:34]2([CH3:35])[CH2:36][CH2:37]1.